describe an organic reaction: reactants, conditions, products, and yield From a dataset of the Open Reaction Database (ORD), a public repository of structured organic reaction records. Starting materials: COC1=C2CCN3C(C2=CC=C1)=CC(NCC3=O)=O (9-methoxy-3,4,7,8-tetrahydro-[1,4]diazepino[7,1-a]isoquinoline-2,5-dione), O=P(Cl)(Cl)Cl (POCl3), C(=O)(O)[O-].[Na+] (NaHCO3), C(C)(C)C=1N=CNC1 (4-isopropyl-1H-imidazole). Run in ClCCCl (1,2-dichloroethane). Conditions: temperature 100 celsius, time 1 hour. Product: C(C)(C)C=1N=CN(C1)C1=NCC(N2C(C3=CC=CC(=C3CC2)OC)=C1)=O (2-(4-isopropyl-1H-imidazol-1-yl)-9-methoxy-7,8-dihydro-[1,4]diazepino[7,1-a]isoquinolin-5(4H)-one). Isolated yield 13.8%. RXN SMILES: [CH3:1][O:2][C:3]1[CH:12]=[CH:11][CH:10]=[C:9]2[C:4]=1[CH2:5][CH2:6][N:7]1[C:17](=[O:18])[CH2:16][NH:15][C:14](=O)[CH:13]=[C:8]12.O=P(Cl)(Cl)Cl.[CH:25]([C:28]1[N:29]=[CH:30][NH:31][CH:32]=1)([CH3:27])[CH3:26].C([O-])(O)=O.[Na+]>ClCCCl>[CH:25]([C:28]1[N:29]=[CH:30][N:31]([C:14]2[CH:13]=[C:8]3[C:9]4[C:4]([CH2:5][CH2:6][N:7]3[C:17](=[O:18])[CH2:16][N:15]=2)=[C:3]([O:2][CH3:1])[CH:12]=[CH:11][CH:10]=4)[CH:32]=1)([CH3:27])[CH3:26] |f:3.4|. Procedure details: To a stirred solution of 9-methoxy-3,4,7,8-tetrahydro-[1,4]diazepino[7,1-a]isoquinoline-2,5-dione (80 mg, 0.31 mmol) in 1,2-dichloroethane (8 mL) was added POCl3 (0.058 mL, 0.62 mmol) and the resulting yellow suspension was stirred at 100° C. for 1 h. The reaction mixture was cooled to RT and concentrated under reduced pressure to dryness. The resulting crude chloro compound was dissolved in 1,2-dichloroethane (8 mL), 4-isopropyl-1H-imidazole (102 mg, 0.93 mmol) was added and the mixture was sti... Starting materials: COC=1C=C(C=CC1)C=1C(=C2C(=NC1)NC=C2)N2CCNCC2 (5-(3-Methoxyphenyl)-4-(piperazin-1-yl)-1H-pyrrolo[2,3-b]pyri dine), C(C)(C)(C)OC(=O)N(C[C@@H](C(=O)O)C1=CC=C(C=C1)Cl)C(C)C ((S)-3-(tert-butoxycarbonyl(isopropyl)amino)-2-(4-chlorophenyl)propanoic acid), C=1C=CC2=C(C1)N=NN2O.O (HOBT H2O), CCN=C=NCCCN(C)C (EDCI), CCN(C(C)C)C(C)C (DIEA). The solvent is C(Cl)Cl (DCM). Conditions: time 2 hour. The product is O=CCCOC(NC(C)C)=O (3-oxopropyl(isopropyl)carbamate). Yield: 213.0%. RXN SMILES: [CH3:1][O:2]C1C=C(C2C(N3CCNCC3)=C3C=CNC3=NC=2)C=CC=1.[C:24]([O:28][C:29]([N:31]([CH:44]([CH3:46])[CH3:45])C[C@H](C1C=CC(Cl)=CC=1)C(O)=O)=[O:30])([CH3:27])(C)C.C1C=CC2N(O)N=NC=2C=1.O.CCN=C=NCCCN(C)C.CCN(C(C)C)C(C)C>C(Cl)Cl>[O:2]=[CH:1][CH2:27][CH2:24][O:28][C:29](=[O:30])[NH:31][CH:44]([CH3:45])[CH3:46] |f:2.3|. Reported procedure: 5-(3-Methoxyphenyl)-4-(piperazin-1-yl)-1H-pyrrolo[2,3-b]pyri dine (0.045 g, 0.118 mmol, see Example 8) and (S)-3-(tert-butoxycarbonyl(isopropyl)amino)-2-(4-chlorophenyl)propanoic acid (0.0424 g, 0.124 mmol, see Example H) were placed in DCM (3 mL). HOBT-H2O (0.0253 g, 0.165 mmol), EDCI (0.0294 g, 0.153 mmol), and DIEA (d 0.742; 0.103 mL, 0.590 mmol) were then added, and the reaction was stirred at room temperature for 2 hours. The reaction was then quenched with saturated Na2CO3 and extracted wi... Reactants: C(CC)C1CSCCC(N1)=S (tetrahydro-3-propyl-(2H)-1,4-thiazepin-5-thione), F[B-](F)(F)F.C[O+](C)C (trimethyloxonium tetrafluoroborate), [Cl-].[NH4+] (ammonium chloride). Yields the product Cl.N=C1NC(CSCC1)CCC (hexahydro-5-imino-3-propyl-1,4-thiazepine, hydrochloride). As a reaction SMILES: [CH2:1]([CH:4]1[NH:10][C:9](=S)[CH2:8][CH2:7][S:6][CH2:5]1)[CH2:2][CH3:3].F[B-](F)(F)F.C[O+](C)C.[Cl-:21].[NH4+:22]>>[ClH:21].[NH:22]=[C:9]1[CH2:8][CH2:7][S:6][CH2:5][CH:4]([CH2:1][CH2:2][CH3:3])[NH:10]1 |f:1.2,3.4,5.6|. Reported procedure: Employing the procedure described in Example 2, step D, tetrahydro-3-propyl-(2H)-1,4-thiazepin-5-thione was reacted with Meerwein's salt and ammonium chloride to yield hexahydro-5-imino-3-propyl-1,4-thiazepine, hydrochloride. Reactants: C(C=C)N1N=C(C2=CC=CC(=C12)C(F)(F)F)C1=CC=C(C=C1)OC (1-allyl-3-(4-methoxyphenyl)-7-trifluoromethyl-1H-indazole), B(Br)(Br)Br (boron tribromide), C1=CCCCC1 (cyclohexene). As a reaction SMILES: [CH2:1]([N:4]1[C:12]2[C:7](=[CH:8][CH:9]=[CH:10][C:11]=2[C:13]([F:16])([F:15])[F:14])[C:6]([C:17]2[CH:22]=[CH:21][C:20]([O:23]C)=[CH:19][CH:18]=2)=[N:5]1)[CH:2]=[CH2:3].B(Br)(Br)Br.C1CCCCC=1>>[CH2:1]([N:4]1[C:12]2[C:7](=[CH:8][CH:9]=[CH:10][C:11]=2[C:13]([F:16])([F:15])[F:14])[C:6]([C:17]2[CH:18]=[CH:19][C:20]([OH:23])=[CH:21][CH:22]=2)=[N:5]1)[CH:2]=[CH2:3]. Reported procedure: Prepared according to Method D step C from 1-allyl-3-(4-methoxyphenyl)-7-trifluoromethyl-1H-indazole (0.027 g, 0.08 mmol), boron tribromide (0.10 mL, 1.05 mmol) and 0.3 mL of cyclohexene to give the product (0.024 g) as a grey solid. Isolated yield 94.3%. The product is C(C=C)N1N=C(C2=CC=CC(=C12)C(F)(F)F)C1=CC=C(C=C1)O (4-[1-allyl-7-(trifluoromethyl)-1H-indazol-3-yl]phenol). Reactants: C(C)N(CCCC1=CC2=CC=C(C=C2C=C1)CCCN(CC)CC)CC (2,6-bis(3-diethylaminopropyl)naphthalene), C(C)I (ethyl iodide), CC(=O)C (acetone). Solvent: C(C)O (ethanol). Reaction conditions: time 20 minute. The product is [I-].[I-].C(C)[N+](CCCC1=CC2=CC=C(C=C2C=C1)CCC[N+](CC)(CC)CC)(CC)CC (2,6-Bis(3-triethylammoniopropyl)naphthalene diiodide). As a reaction SMILES: [CH2:1]([N:3]([CH2:25][CH3:26])[CH2:4][CH2:5][CH2:6][C:7]1[CH:16]=[CH:15][C:14]2[C:9](=[CH:10][CH:11]=[C:12]([CH2:17][CH2:18][CH2:19][N:20]([CH2:23][CH3:24])[CH2:21][CH3:22])[CH:13]=2)[CH:8]=1)[CH3:2].[CH2:27]([I:29])[CH3:28].[CH3:30][C:31](C)=O>C(O)C>[I-:29].[I-:29].[CH2:23]([N+:20]([CH2:27][CH3:28])([CH2:21][CH3:22])[CH2:19][CH2:18][CH2:17][C:12]1[CH:11]=[CH:10][C:9]2[C:14](=[CH:15][CH:16]=[C:7]([CH2:6][CH2:5][CH2:4][N+:3]([CH2:30][CH3:31])([CH2:1][CH3:2])[CH2:25][CH3:26])[CH:8]=2)[CH:13]=1)[CH3:24] |f:4.5.6|. Procedure details: To a solution of 78 mg of 2,6-bis(3-diethylaminopropyl)naphthalene in 1 ml of absolute ethanol was added 176 μl of ethyl iodide, and the mixture was refluxed for 140 minutes and cooled. After adding 2 ml of acetone, the mixture was stirred for 20 minutes. The resulting crystal was collected by filtration, washed with acetone and dried under a reduced pressure to obtain 117 mg of the title compound as a colorless crystal. Reactants: CC1=CC=C(C=C1)C1=CC=CC2=C1CC(O2)CN ((±)-1-[4-(4-methylphenyl)-2,3-dihydro-1-benzofuran-2-yl]methanamine), Intermediate 12, C(C)(C)N(CC)C(C)C (diisopropylethylamine), ClC(=O)OCC1=CC=CC=C1 (benzyl chloroformate). Product: CC1=CC=C(C=C1)C1=CC=CC2=C1CC(O2)CNC(OCC2=CC=CC=C2)=O ((±)-benzyl {[4-(4-methylphenyl)-2,3-dihydro-1-benzofuran-2-yl]methyl}carbamate). Yield: 89.9%. RXN SMILES: [CH3:1][C:2]1[CH:7]=[CH:6][C:5]([C:8]2[C:13]3[CH2:14][CH:15]([CH2:17][NH2:18])[O:16][C:12]=3[CH:11]=[CH:10][CH:9]=2)=[CH:4][CH:3]=1.C(N(C(C)C)CC)(C)C.Cl[C:29]([O:31][CH2:32][C:33]1[CH:38]=[CH:37][CH:36]=[CH:35][CH:34]=1)=[O:30]>>[CH3:1][C:2]1[CH:3]=[CH:4][C:5]([C:8]2[C:13]3[CH2:14][CH:15]([CH2:17][NH:18][C:29](=[O:30])[O:31][CH2:32][C:33]4[CH:38]=[CH:37][CH:36]=[CH:35][CH:34]=4)[O:16][C:12]=3[CH:11]=[CH:10][CH:9]=2)=[CH:6][CH:7]=1. Reported procedure: Treatment of (±)-1-[4-(4-methylphenyl)-2,3-dihydro-1-benzofuran-2-yl]methanamine (1.94 g, 7.03 mmol) with diisopropylethylamine (1.36 g, 10.55 mmol) followed by benzyl chloroformate (1.32 g, 7.74 mmol) generally according to the procedure described for Intermediate 12 provided 2.36 g (90%) of (±)-benzyl {[4-(4-methylphenyl)-2,3-dihydro-1-benzofuran-2-yl]methyl}carbamate as a white solid. mp 134-136° C.; Anal. calcd. for C24H23NO3: C, 77.19; H, 6.21; N, 3.75. Found: C, 77.08; H, 6.3; N, 3.69.